Dataset: the Open Reaction Database (ORD), a public repository of structured organic reaction records. Task: describe an organic reaction: reactants, conditions, products, and yield Starting materials: COC=1C=C(C=CC1OC)CCO (3,4-dimethoxybenzeneethanol), C(C)OC(CCl)OCC (chloroacetaldehyde diethylacetal), Cl (hydrochloric acid). The solvent is C(C)O (ethanol). Reaction conditions: time 24 hour. Product: ClCC1OCCC2=C1C=C(C(=C2)OC)OC (1-chloromethyl-3,4-dihydro-6,7-dimethoxy-1H-2-benzopyran). The yield is 88.8%. Reaction SMILES: [CH3:1][O:2][C:3]1[CH:4]=[C:5]([CH2:11][CH2:12][OH:13])[CH:6]=[CH:7][C:8]=1[O:9][CH3:10].C(O[CH:17](OCC)[CH2:18][Cl:19])C.Cl>C(O)C>[Cl:19][CH2:18][CH:17]1[C:6]2[CH:7]=[C:8]([O:9][CH3:10])[C:3]([O:2][CH3:1])=[CH:4][C:5]=2[CH2:11][CH2:12][O:13]1. Reported procedure: A mixture of 3,4-dimethoxybenzeneethanol and 62.8 g of chloroacetaldehyde diethylacetal in 1 l of absolute ethanol saturated with anhydrous hydrochloric acid, was stirred at ambient temperature for 24 h. The solvent was evaporated and 88.4 g (88.8%) of 1-chloromethyl-3,4-dihydro-6,7-dimethoxy-1H-2-benzopyran was obtained by distillation. Starting materials: COC=1C=C(C=C(C1OC)OC)S(=O)(=O)Cl (3,4,5-trimethoxybenzenesulfonyl chloride), OC=1C=C(N)C=CC1OC (3-hydroxy-4-methoxyaniline). The solvent is CO (methanol). Run at time 1 hour. Yields the product OC=1C=C(C=CC1OC)NS(=O)(=O)C1=CC(=C(C(=C1)OC)OC)OC (1-[(3-Hydroxy-4-methoxyphenyl)aminosulfonyl]-3,4,5-trimethoxybenzene). Isolated yield 61919292.0%. As a reaction SMILES: [CH3:1][O:2][C:3]1[CH:4]=[C:5]([S:13](Cl)(=[O:15])=[O:14])[CH:6]=[C:7]([O:11][CH3:12])[C:8]=1[O:9][CH3:10].[OH:17][C:18]1[CH:19]=[C:20]([CH:22]=[CH:23][C:24]=1[O:25][CH3:26])[NH2:21]>CO>[OH:17][C:18]1[CH:19]=[C:20]([NH:21][S:13]([C:5]2[CH:4]=[C:3]([O:2][CH3:1])[C:8]([O:9][CH3:10])=[C:7]([O:11][CH3:12])[CH:6]=2)(=[O:15])=[O:14])[CH:22]=[CH:23][C:24]=1[O:25][CH3:26]. Procedure: To a solution of 3,4,5-trimethoxybenzenesulfonyl chloride (500 mg, 1.88 nmol) in methanol (10 mL) was added 3-hydroxy-4-methoxyaniline (523 mg, 3.76 mmol) at ambient temperature. After stirring for 1 h, the reaction mixture was concentrated and the crude residue was purified by chromatography over silica to afford 430 mg (62%) of product as fine white needles, m.p. 145-146° C. Reactants: CC1=C(c2ccc(NC(=O)c3c(F)cccc3F)cc2)CN(Cc2ccccc2)CC1, ClCCl, CCOC(=O)Cl. The product is CCOC(=O)N1CCC(C)=C(c2ccc(NC(=O)c3c(F)cccc3F)cc2)C1. RXN SMILES: [CH2:1]([c:2]1[cH:3][cH:4][cH:5][cH:6][cH:7]1)[N:8]1[CH2:9][C:10]([c:15]2[cH:16][cH:17][c:18]([NH:21][C:22]([c:23]3[c:24]([F:30])[cH:25][cH:26][cH:27][c:28]3[F:29])=[O:31])[cH:19][cH:20]2)=[C:11]([CH3:14])[CH2:12][CH2:13]1.[CH2:38]([Cl:39])[Cl:40].[Cl:32][C:33](=[O:34])[O:35][CH2:36][CH3:37]>>[N:8]1([C:33](=[O:34])[O:35][CH2:36][CH3:37])[CH2:9][C:10]([c:15]2[cH:16][cH:17][c:18]([NH:21][C:22]([c:23]3[c:24]([F:30])[cH:25][cH:26][cH:27][c:28]3[F:29])=[O:31])[cH:19][cH:20]2)=[C:11]([CH3:14])[CH2:12][CH2:13]1. Starting materials: N1=CC=CC=2NC(C3=C(NC21)C=CC=C3)=O (5H-benzo[e]pyrido[3,2-b][1,4]diazepin-6(11H)-one), P(Cl)(Cl)(Cl)(Cl)Cl (PCl5). Solvent: ClCCl (dichloromethane). The product is ClC=1C2=C(NC3=C(N1)C=CC=N3)C=CC=C2 (6-chloro-11H-benzo[e]pyrido[3,2-b][1,4]diazepine). Reaction SMILES: [N:1]1[C:11]2[NH:10][C:9]3[CH:12]=[CH:13][CH:14]=[CH:15][C:8]=3[C:7](=O)[NH:6][C:5]=2[CH:4]=[CH:3][CH:2]=1.P(Cl)(Cl)(Cl)(Cl)[Cl:18]>ClCCl>[Cl:18][C:7]1[C:8]2[CH:15]=[CH:14][CH:13]=[CH:12][C:9]=2[NH:10][C:11]2[N:1]=[CH:2][CH:3]=[CH:4][C:5]=2[N:6]=1. Procedure details: A solution of 5H-benzo[e]pyrido[3,2-b][1,4]diazepin-6(11H)-one (18 g, 85.3 mmol) and PCl5 (20.5 g) in dichloromethane (650 mL) was stirred at reflux until the starting material was all consumed (use LC/MS to follow the reaction). The reaction mixture was concentrated in vacuo to half volume and the resulting solid was collected by filtration and washed with dichloromethane. The filtrate was further concentrated and a second crop was similarly obtained and combined. The 6-chloro-11H-benzo[e]pyrid... Reactants: COCCBr, O=C([O-])[O-], [Cs+], [Cs+], COc1cc(C=O)c(F)cc1O, CN(C)C=O. Product: COCCOc1cc(F)c(C=O)cc1OC. As a reaction SMILES: [Br:19][CH2:20][CH2:21][O:22][CH3:23].[C:13](=[O:14])([O-:15])[O-:16].[Cs+:17].[Cs+:18].[F:1][c:2]1[c:3]([CH:4]=[O:5])[cH:6][c:7]([O:11][CH3:12])[c:8]([OH:10])[cH:9]1.[O:24]=[CH:25][N:26]([CH3:27])[CH3:28]>>[F:1][c:2]1[c:3]([CH:4]=[O:5])[cH:6][c:7]([O:11][CH3:12])[c:8]([O:10][CH2:20][CH2:21][O:22][CH3:23])[cH:9]1. Starting materials: CC1=NC(=NC(=C1)COC1OCCCC1)NC(=O)NS(=O)(=O)C1=C(C(=O)OC)C=CC=C1 (Methyl 2-[[[4-methyl-6-(tetrahydropyran-2-yloxymethyl)pyrimidin-2-yl]aminocarbonyl]aminosulfonyl]benzoate), Cl (HCl). The solvent is CC(=O)C (acetone). Product: OCC1=NC(=NC(=C1)C)NC(=O)NS(=O)(=O)C1=C(C(=O)OC)C=CC=C1 (Methyl [[[4-(hydroxymethyl)-6-methylpyrimidin-2-yl]aminocarbonyl]aminosulfonyl]benzoate). Yield: 81.4%. As a reaction SMILES: [CH3:1][C:2]1[CH:7]=[C:6]([CH2:8][O:9]C2CCCCO2)[N:5]=[C:4]([NH:16][C:17]([NH:19][S:20]([C:23]2[CH:32]=[CH:31][CH:30]=[CH:29][C:24]=2[C:25]([O:27][CH3:28])=[O:26])(=[O:22])=[O:21])=[O:18])[N:3]=1.Cl>CC(C)=O>[OH:9][CH2:8][C:6]1[CH:7]=[C:2]([CH3:1])[N:3]=[C:4]([NH:16][C:17]([NH:19][S:20]([C:23]2[CH:32]=[CH:31][CH:30]=[CH:29][C:24]=2[C:25]([O:27][CH3:28])=[O:26])(=[O:22])=[O:21])=[O:18])[N:5]=1. Procedure details: A solution of 6 g of the product prepared in Example 4 in 50 ml of acetone was stirred with 3 ml of 1N aqueous HCl for 3 days at room temperature, concentrated at reduced pressure, and the residue was thoroughly washed with water to provide 4 g of the title compound, m.p. 140°-141°. Starting materials: O=C1CCCc2cc(Br)ccc21, C1CCNC1, Cc1ccccc1. Product: Brc1ccc2c(c1)CCC(N1CCCC1)=C2. Reaction SMILES: [Br:1][c:2]1[cH:3][c:4]2[c:9]([cH:10][cH:11]1)[C:8](=[O:12])[CH2:7][CH2:6][CH2:5]2.[CH2:13]1[CH2:14][CH2:15][NH:16][CH2:17]1.[CH3:18][c:19]1[cH:20][cH:21][cH:22][cH:23][cH:24]1>>[Br:1][c:2]1[cH:3][c:4]2[c:9]([cH:10][cH:11]1)[CH:8]=[C:7]([N:16]1[CH2:15][CH2:14][CH2:13][CH2:17]1)[CH2:6][CH2:5]2.